Dataset: the Open Reaction Database (ORD), a public repository of structured organic reaction records. Task: describe an organic reaction: reactants, conditions, products, and yield The reactants are FC1=C(C#N)C=C(C=C1)NC1C(N(CCC1)C1=C(C=C(C=C1)C1=C(C=CC=C1)S(=O)(=O)C)F)=O (2-fluoro-5-[1-(3-fluoro-2′-methanesulfonyl-biphenyl-4-yl)-2-oxo-piperidin-3-ylamino]-benzonitrile), 58a, acid, C(=O)([O-])[O-].[K+].[K+] (K2CO3), CN(C)C=O.O (DMF H2O). Solvent: O (water). Conditions: time 20 minute. The product is FC1=C(C(=N)NO)C=C(C=C1)NC1C(N(CCC1)C1=C(C=C(C=C1)C1=C(C=CC=C1)S(=O)(=O)C)F)=O (2-Fluoro-5-[1-(3-fluoro-2′-methanesulfonyl-biphenyl-4-yl)-2-oxo-piperidin-3-ylamino]-N-hydroxy-benzamidine). The yield is 72.0%. RXN SMILES: C([O-])([O-])=O.[K+].[K+].[F:7][C:8]1[CH:15]=[CH:14][C:13]([NH:16][CH:17]2[CH2:22][CH2:21][CH2:20][N:19]([C:23]3[CH:28]=[CH:27][C:26]([C:29]4[CH:34]=[CH:33][CH:32]=[CH:31][C:30]=4[S:35]([CH3:38])(=[O:37])=[O:36])=[CH:25][C:24]=3[F:39])[C:18]2=[O:40])=[CH:12][C:9]=1[C:10]#[N:11].C[N:42](C=O)C.[OH2:46]>O>[F:7][C:8]1[CH:15]=[CH:14][C:13]([NH:16][CH:17]2[CH2:22][CH2:21][CH2:20][N:19]([C:23]3[CH:28]=[CH:27][C:26]([C:29]4[CH:34]=[CH:33][CH:32]=[CH:31][C:30]=4[S:35]([CH3:38])(=[O:37])=[O:36])=[CH:25][C:24]=3[F:39])[C:18]2=[O:40])=[CH:12][C:9]=1[C:10]([NH:42][OH:46])=[NH:11] |f:0.1.2,4.5|. Reported procedure: A mixture of acetoxyhydroamic acid (27 mg, 2.5eq) and K2CO3 (98 mg, 5eq) in DMF/H2O (3:1, 4 ml) was stirred at room temperature for 20min. To this mixture was added 2-fluoro-5-[1-(3-fluoro-2′-methanesulfonyl-biphenyl-4-yl)-2-oxo-piperidin-3-ylamino]-benzonitrile (68 mg, 0.141 mmol) prepared as described under Ex. 58a above. The whole was stirred and heated at 110° C. for 18 h. The mixture was diluted with water and extracted 3× with EtOAc. The combined organic extracts were washed with brine, dr... The reactants are CCOC(=O)CC(=O)C(OCC)OCC, C1CCNCC1, CC(=O)O, COC(=O)c1ccccc1C=O, c1ccccc1. Yields the product CCOC(=O)C(=Cc1ccccc1C(=O)OC)C(=O)C(OCC)OCC. Reaction SMILES: [CH2:13]([CH3:14])[O:15][CH:16]([C:17]([CH2:18][C:19](=[O:20])[O:21][CH2:22][CH3:23])=[O:24])[O:25][CH2:26][CH3:27].[CH2:32]1[CH2:33][CH2:34][NH:35][CH2:36][CH2:37]1.[CH3:28][C:29](=[O:30])[OH:31].[CH:1](=[O:2])[c:3]1[c:4]([C:5](=[O:6])[O:7][CH3:8])[cH:9][cH:10][cH:11][cH:12]1.[cH:38]1[cH:39][cH:40][cH:41][cH:42][cH:43]1>>[CH:1]([c:3]1[c:4]([C:5](=[O:6])[O:7][CH3:8])[cH:9][cH:10][cH:11][cH:12]1)=[C:18]([C:17]([CH:16]([O:15][CH2:13][CH3:14])[O:25][CH2:26][CH3:27])=[O:24])[C:19](=[O:20])[O:21][CH2:22][CH3:23]. Starting materials: ClC=1C(=NN(C1C(F)(F)F)C)C1=C(C=C(C(=C1)F)[N+](=O)[O-])F (4-chloro-3-(2,5-difluoro-4-nitrophenyl)-1-methyl-5-(trifluoromethyl)-1H-pyrazole), C(=O)([O-])[O-].[K+].[K+] (K2CO3), CNCCC (N-methyl-N-propylamine). Run in CN1C(CCC1)=O (1-methyl-2-pyrrolidinone), O (water). Reaction conditions: temperature 35 celsius, time 2 hour. Product: ClC=1C(=NN(C1C(F)(F)F)C)C=1C(=CC(=C(C1)N(CCC)C)[N+](=O)[O-])F (5-(4-chloro-1-methyl-5-(trifluoromethyl)-1H-pyrazol-3-yl)-4-fluoro-N-methyl-2-nitro-N-propylbenzeneamine). The yield is 86.1%. Reaction SMILES: [Cl:1][C:2]1[C:3]([C:12]2[CH:17]=[C:16](F)[C:15]([N+:19]([O-:21])=[O:20])=[CH:14][C:13]=2[F:22])=[N:4][N:5]([CH3:11])[C:6]=1[C:7]([F:10])([F:9])[F:8].C([O-])([O-])=O.[K+].[K+].[CH3:29][NH:30][CH2:31][CH2:32][CH3:33]>CN1CCCC1=O.O>[Cl:1][C:2]1[C:3]([C:12]2[C:13]([F:22])=[CH:14][C:15]([N+:19]([O-:21])=[O:20])=[C:16]([N:30]([CH3:29])[CH2:31][CH2:32][CH3:33])[CH:17]=2)=[N:4][N:5]([CH3:11])[C:6]=1[C:7]([F:10])([F:9])[F:8] |f:1.2.3|. Procedure details: At 25° C., 6.83 g (0.02 mole) 4-chloro-3-(2,5-difluoro-4-nitrophenyl)-1-methyl-5-(trifluoromethyl)-1H-pyrazole, 4.1 g (0.03 mole) K2CO3, 3.1 mL (0.03 mole) N-methyl-N-propylamine and a catalytic amount of CuF2 were slurried in 50 mL 1-methyl-2-pyrrolidinone. The reaction mixture was stirred at 35° C. for 2 hours. The mixture was cooled, diluted with 100 mL cold water, and extracted four times with ethyl acetate. The ethyl acetate extracts were washed with brine, dried over anhydrous MgSO4, and s... Reactants: CC(C)CCCN(CC1CCCc2c(Oc3ccc(C(N)=O)cn3)cccc21)C(=O)OC(C)(C)C, ClCCl, O=C(O)C(F)(F)F. The product is CC(C)CCCNCC1CCCc2c(Oc3ccc(C(N)=O)cn3)cccc21. RXN SMILES: [C:8]([O:9][C:10](=[O:11])[N:14]([CH2:15][CH2:16][CH2:17][CH:18]([CH3:19])[CH3:20])[CH2:21][CH:22]1[CH2:23][CH2:24][CH2:25][c:26]2[c:27]([O:32][c:33]3[n:34][cH:35][c:36]([C:39]([NH2:40])=[O:41])[cH:37][cH:38]3)[cH:28][cH:29][cH:30][c:31]21)([CH3:12])([CH3:13])[CH3:42].[Cl:43][CH2:44][Cl:45].[F:1][C:2]([F:3])([F:4])[C:5]([OH:6])=[O:7]>>[NH:14]([CH2:15][CH2:16][CH2:17][CH:18]([CH3:19])[CH3:20])[CH2:21][CH:22]1[CH2:23][CH2:24][CH2:25][c:26]2[c:27]([O:32][c:33]3[n:34][cH:35][c:36]([C:39]([NH2:40])=[O:41])[cH:37][cH:38]3)[cH:28][cH:29][cH:30][c:31]21. The reactants are COC([C@@H](NC(=O)OC(C)(C)C)CC1=CC=CC=C1)=O (N-t-butoxycarbonyl-L-phenylalanine methyl ester), N1=C(C=CC=C1C)C (2,6-lutidine), [Si](C)(C)(C(C)(C)C)OS(=O)(=O)C(F)(F)F (t-butyldimethylsilyltrifluoromethane sulfonate), [Cl-].[NH4+] (ammonium chloride). Solvent: C(Cl)Cl (methylene chloride). Reaction conditions: time 15 minute. The product is COC([C@@H](NC(=O)O[Si](C)(C)C(C)(C)C)CC1=CC=CC=C1)=O (N-(t-Butyldimethylsilyloxycarbonyl)-phenylalanine methyl ester). As a reaction SMILES: [CH3:1][O:2][C:3](=[O:20])[C@H:4]([CH2:13][C:14]1[CH:19]=[CH:18][CH:17]=[CH:16][CH:15]=1)[NH:5][C:6]([O:8]C(C)(C)C)=[O:7].N1C(C)=CC=CC=1C.[Si:29](OS(C(F)(F)F)(=O)=O)([C:32]([CH3:35])([CH3:34])[CH3:33])([CH3:31])[CH3:30].[Cl-].[NH4+]>C(Cl)Cl>[CH3:1][O:2][C:3](=[O:20])[C@H:4]([CH2:13][C:14]1[CH:15]=[CH:16][CH:17]=[CH:18][CH:19]=1)[NH:5][C:6]([O:8][Si:29]([C:32]([CH3:35])([CH3:34])[CH3:33])([CH3:31])[CH3:30])=[O:7] |f:3.4|. Procedure: To a methylene chloride solution (1.0 ml) of N-t-butoxycarbonyl-L-phenylalanine methyl ester (139.5 mg, 0.5 mmol) and 2,6-lutidine (0.116 ml, 1.0 mmol), t-butyldimethylsilyltrifluoromethane sulfonate (TBDMSOTf) (0.172 ml, 0.75 mmol) was added dropwise at room temperature in a nitrogen atmosphere. After the mixture was stirred for 15 minutes, a saturated aqueous solution of ammonium chloride (2 ml) was added to quench the reaction and extraction with ether was conducted. The organic layer was dri... Reactants: S(=O)(=O)(Cl)Cl (sulfuryl chloride), C(C)(C)OP(OC(C)C)(=O)C(C)C=O (α-formylethanephosphonic acid diisopropyl ester). The solvent is C(Cl)(Cl)(Cl)Cl (carbon tetrachloride), C(Cl)(Cl)(Cl)Cl (carbon tetrachloride). Conditions: time 3 hour. Product: C(C)(C)OP(OC(C)C)(=O)C(C)(Cl)C=O (α-formyl-α-chloroethanephosphonic acid diisopropyl ester). Isolated yield 93.5%. As a reaction SMILES: S(Cl)([Cl:4])(=O)=O.[CH:6]([O:9][P:10]([CH:16]([CH:18]=[O:19])[CH3:17])(=[O:15])[O:11][CH:12]([CH3:14])[CH3:13])([CH3:8])[CH3:7]>C(Cl)(Cl)(Cl)Cl>[CH:12]([O:11][P:10]([C:16]([CH:18]=[O:19])([Cl:4])[CH3:17])(=[O:15])[O:9][CH:6]([CH3:7])[CH3:8])([CH3:13])[CH3:14]. Procedure: At 10° C., a solution of 14 g (0.104 mole) of sulfuryl chloride in 50 ml of carbon tetrachloride is dripped into a solution of 22.2 g (0.1 mole) of α-formylethanephosphonic acid diisopropyl ester in 150 ml of carbon tetrachloride. The reaction mixture is stirred for 3 hours at room temperature and the solvent is then distilled off under reduced pressure. The residue is taken up in ether, washed with 5% sodium bicarbonate solution and then with saturated sodium chloride solution, and dried over s... Reactants: [OH-].[Na+] (NaOH), FC=1C=CC(=C2CC[C@H](C12)OC1=CC2=C([C@@H](CO2)CC(=O)OC)C=C1)C1=C(C=C(C=C1C)OCC1(CCS(CC1)(=O)=O)O)C (methyl 2-((S)-6-((R)-7-fluoro-4-(4-((1,1-dioxo-4-hydroxytetrahydro-2H-thiopyran-4-yl)methoxy)-2,6-dimethylphenyl)-2,3-dihydro-1H-inden-1-yloxy)-2,3-dihydrobenzofuran-3-yl)acetate). Solvent: O1CCCC1 (tetrahydrofurane), C(C)(=O)OCC (ethyl acetate), Cl (HCl), [Na+].[Cl-] (NaCl). Conditions: time 12 hour. Product: FC=1C=CC(=C2CC[C@H](C12)OC1=CC2=C([C@@H](CO2)CC(=O)O)C=C1)C1=C(C=C(C=C1C)OCC1(CCS(CC1)(=O)=O)O)C (2-((S)-6-((R)-7-Fluoro-4-(4-((1,1-dioxo-4-hydroxytetrahydro-2H-thiopyran-4-yl)methoxy)-2,6-dimethylphenyl)-2,3-dihydro-1H-inden-1-yloxy)-2,3-dihydrobenzofuran-3-yl)acetic acid). RXN SMILES: [OH-].[Na+].[F:3][C:4]1[CH:5]=[CH:6][C:7]([C:28]2[C:33]([CH3:34])=[CH:32][C:31]([O:35][CH2:36][C:37]3([OH:45])[CH2:42][CH2:41][S:40](=[O:44])(=[O:43])[CH2:39][CH2:38]3)=[CH:30][C:29]=2[CH3:46])=[C:8]2[C:12]=1[C@H:11]([O:13][C:14]1[CH:27]=[CH:26][C:17]3[C@H:18]([CH2:21][C:22]([O:24]C)=[O:23])[CH2:19][O:20][C:16]=3[CH:15]=1)[CH2:10][CH2:9]2>O1CCCC1.C(OCC)(=O)C.Cl.[Na+].[Cl-]>[F:3][C:4]1[CH:5]=[CH:6][C:7]([C:28]2[C:33]([CH3:34])=[CH:32][C:31]([O:35][CH2:36][C:37]3([OH:45])[CH2:42][CH2:41][S:40](=[O:43])(=[O:44])[CH2:39][CH2:38]3)=[CH:30][C:29]=2[CH3:46])=[C:8]2[C:12]=1[C@H:11]([O:13][C:14]1[CH:27]=[CH:26][C:17]3[C@H:18]([CH2:21][C:22]([OH:24])=[O:23])[CH2:19][O:20][C:16]=3[CH:15]=1)[CH2:10][CH2:9]2 |f:0.1,6.7|. Reported procedure: 1 M aqueous NaOH solution (250 μL) is added to a solution of methyl 2-((S)-6-((R)-7-fluoro-4-(4-((1,1-dioxo-4-hydroxytetrahydro-2H-thiopyran-4-yl)methoxy)-2,6-dimethylphenyl)-2,3-dihydro-1H-inden-1-yloxy)-2,3-dihydrobenzofuran-3-yl)acetate (85 mg) in tetrahydrofurane (4 mL). The mixture is stirred at room temperature for 12 hours. Then the mixture is diluted with ethyl acetate and neutralized with 1 M aqueous HCl solution. The resulting mixture is diluted with saturated aqueous NaCl solution and...